This data is from the Open Reaction Database (ORD), a public repository of structured organic reaction records. The task is: describe an organic reaction: reactants, conditions, products, and yield The reactants are O=C(O)c1ccc(C(=O)Nc2ccc(Cl)c(-c3ccccn3)c2)c(Cl)c1, CN1CCC(N)CC1. Yields the product CN1CCC(NC(=O)c2ccc(C(=O)Nc3ccc(Cl)c(-c4ccccn4)c3)c(Cl)c2)CC1. As a reaction SMILES: [Cl:1][c:2]1[cH:3][c:4]([C:5](=[O:6])[OH:7])[cH:8][cH:9][c:10]1[C:11]([NH:12][c:13]1[cH:14][c:15](-[c:20]2[n:21][cH:22][cH:23][cH:24][cH:25]2)[c:16]([Cl:19])[cH:17][cH:18]1)=[O:26].[NH2:27][CH:28]1[CH2:29][CH2:30][N:31]([CH3:34])[CH2:32][CH2:33]1>>[Cl:1][c:2]1[cH:3][c:4]([C:5](=[O:7])[NH:27][CH:28]2[CH2:29][CH2:30][N:31]([CH3:34])[CH2:32][CH2:33]2)[cH:8][cH:9][c:10]1[C:11]([NH:12][c:13]1[cH:14][c:15](-[c:20]2[n:21][cH:22][cH:23][cH:24][cH:25]2)[c:16]([Cl:19])[cH:17][cH:18]1)=[O:26]. The reactants are C(C)(C)(C)OC(NC1=C(C=C(C(=C1)C)O)C)=O (4-hydroxy-2,5-dimethyl-phenyl-carbamic acid tert-butyl ester), C([O-])([O-])=O.[K+].[K+] (potassium carbonate), BrCC (bromoethane), O (Water), C([O-])([O-])=O.[K+].[K+] (potassium carbonate). Solvent: CN(C)C=O (DMF). Conditions: temperature 60 celsius, time 8 hour. The product is C(C)(C)(C)OC(NC1=C(C=C(C(=C1)C)OCC)C)=O ((4-ethoxy-2,5-dimethyl-phenyl)-carbamic acid tert-butyl ester). Isolated yield 90.0%. RXN SMILES: [C:1]([O:5][C:6](=[O:17])[NH:7][C:8]1[CH:13]=[C:12]([CH3:14])[C:11]([OH:15])=[CH:10][C:9]=1[CH3:16])([CH3:4])([CH3:3])[CH3:2].C(=O)([O-])[O-].[K+].[K+].Br[CH2:25][CH3:26].O>CN(C=O)C>[C:1]([O:5][C:6](=[O:17])[NH:7][C:8]1[CH:13]=[C:12]([CH3:14])[C:11]([O:15][CH2:25][CH3:26])=[CH:10][C:9]=1[CH3:16])([CH3:4])([CH3:3])[CH3:2] |f:1.2.3|. Procedure details: To a solution of compound 35 (4 mmol, 948 mg) in 5 mL DMF, potassium carbonate (K2CO3, 8 mmol, 1.1 g) and bromoethane (4.8 mmol, 523 mg) were added. The reaction was stirred overnight at 60° C. Water (2 mL) was added to dissolve the unreacted potassium carbonate, and the reaction mixture was then extracted with ethyl acetate (3×10 mL). The organic layers were combined and dried over Na2SO4. After removal of the solvent, the crude product was purified by using flash chromatography (0-30% ethyl ac... The reactants are COc1ccc(C(=O)NCCc2ccccc2C)cc1, O=P(Cl)(Cl)Cl. Yields the product COc1ccc(C2=NCCc3c(C)cccc32)cc1. RXN SMILES: [CH3:1][O:2][c:3]1[cH:4][cH:5][c:6]([C:7](=[O:8])[NH:9][CH2:10][CH2:11][c:12]2[c:13]([CH3:18])[cH:14][cH:15][cH:16][cH:17]2)[cH:19][cH:20]1.[P:21]([Cl:22])([Cl:23])([Cl:24])=[O:25]>>[CH3:1][O:2][c:3]1[cH:4][cH:5][c:6]([C:7]2=[N:9][CH2:10][CH2:11][c:12]3[c:13]([CH3:18])[cH:14][cH:15][cH:16][c:17]32)[cH:19][cH:20]1. The reactants are O.[OH-].[Li+] (lithium hydroxide monohydrate), C(C)OP(=O)(C(OCC)OCC)CCCNCC1=CC(=CC(=C1)Cl)Cl (3-(3,5-dichlorobenzylamino)propyl(diethoxymethyl)-phosphinic acid ethyl ester). The solvent is O (water), C(C)O (ethanol). Yields the product ClC=1C=C(CNCCCP(O)(=O)C(OCC)OCC)C=C(C1)Cl (3-(3,5-dichlorobenzylamino)propyl(diethoxymethyl)phosphinic acid). Reaction SMILES: O.[OH-].[Li+].C([O:6][P:7]([CH2:16][CH2:17][CH2:18][NH:19][CH2:20][C:21]1[CH:26]=[C:25]([Cl:27])[CH:24]=[C:23]([Cl:28])[CH:22]=1)([CH:9]([O:13][CH2:14][CH3:15])[O:10][CH2:11][CH3:12])=[O:8])C>O.C(O)C>[Cl:28][C:23]1[CH:22]=[C:21]([CH:26]=[C:25]([Cl:27])[CH:24]=1)[CH2:20][NH:19][CH2:18][CH2:17][CH2:16][P:7]([CH:9]([O:10][CH2:11][CH3:12])[O:13][CH2:14][CH3:15])(=[O:6])[OH:8] |f:0.1.2|. Procedure details: A solution of 0.36 g of lithium hydroxide monohydrate in 7 ml of water is added to a solution of 1.61 g of 3-(3,5-dichlorobenzylamino)propyl(diethoxymethyl)-phosphinic acid ethyl ester in 3 ml of ethanol and heated at 60° for 24 hours. The mixture is then cooled to room temperature and the solvent is removed under reduced pressure. The evaporation residue is taken up in water and rendered neutral with phosphoric acid. A white precipitate is formed. The precipitate is filtered off and the filtrat... The reactants are CCCCC12CC3CC(Br)(C1)CC(CCCC)(C3)C2, Cl, NC(N)=O, O. The product is CCCCC12CC3CC(N)(C1)CC(CCCC)(C3)C2, Cl. Reaction SMILES: [Br:1][C:2]12[CH2:3][C:4]3([CH2:16][CH2:17][CH2:18][CH3:19])[CH2:5][C:6]([CH2:12][CH2:13][CH2:14][CH3:15])([CH2:7][CH:8]([CH2:9]1)[CH2:10]3)[CH2:11]2.[ClH:24].[NH2:20][C:21](=[O:22])[NH2:23].[OH2:25]>>[C:2]12([NH2:20])[CH2:3][C:4]3([CH2:16][CH2:17][CH2:18][CH3:19])[CH2:5][C:6]([CH2:12][CH2:13][CH2:14][CH3:15])([CH2:7][CH:8]([CH2:9]1)[CH2:10]3)[CH2:11]2.[ClH:24]. Starting materials: S(=S)(=O)([O-])[O-].[Na+].[Na+] (sodium thiosulfate), [Na] (sodium), resultant mixture, C(C1=CC=CC=C1)OCN1C(=NC(=C1SC1=CC=CC=C1)C(C)C)C (1-benzyloxymethyl-4-isopropyl-2-methyl-5-phenylthio-imidazole), ClC1=CC(=CC=C1)C(=O)OO (m-chloroperbenzoic acid). Run in C(Cl)Cl (methylene chloride). Product: 580, C(C1=CC=CC=C1)OCN1C(=NC(=C1S(=O)(=O)C1=CC=CC=C1)C(C)C)C (1-benzyloxymethyl-4-isopropyl-2-methyl-5-phenylsulfonyl-imidazole). Reaction SMILES: [CH2:1]([O:8][CH2:9][N:10]1[C:14](SC2C=CC=CC=2)=[C:13]([CH:22]([CH3:24])[CH3:23])[N:12]=[C:11]1[CH3:25])[C:2]1[CH:7]=[CH:6][CH:5]=[CH:4][CH:3]=1.Cl[C:27]1[CH:32]=[CH:31][CH:30]=[C:29](C(OO)=O)[CH:28]=1.[S:37]([O-:41])([O-])(=[O:39])=S.[Na+].[Na+].[Na]>C(Cl)Cl>[CH2:1]([O:8][CH2:9][N:10]1[C:14]([S:37]([C:27]2[CH:32]=[CH:31][CH:30]=[CH:29][CH:28]=2)(=[O:41])=[O:39])=[C:13]([CH:22]([CH3:23])[CH3:24])[N:12]=[C:11]1[CH3:25])[C:2]1[CH:3]=[CH:4][CH:5]=[CH:6][CH:7]=1 |f:2.3.4,^1:43|. Procedure details: To a solution of 1 g of 1-benzyloxymethyl-4-isopropyl-2-methyl-5-phenylthio-imidazole (2.8 mmol ) in 40 ml of methylene chloride is added 1.84 g of m-chloroperbenzoic acid (10.7 mmol ) under ice cooling, and the resultant mixture is stirred at room temperature. Six hours later, the reaction mixture is mixed with aqueous sodium thiosulfate and aqueous sodium hydrogenecarbonate and extracted with methylene chloride. The extract is washed with water, dried over sodium sulfate, filtered and concentr... Starting materials: C(C)(=O)OC(C(=O)NC=1C(=C(C(=C(C(=O)Cl)C1I)I)C(NC)=O)I)COC(C)=O (5-(2,3-diacetoxypropionylamino)-3-methylcarbamoyl-2,4,6-triiodobenzoyl chloride), OC(CN(C(C1=C(C(C(=O)NC)=C(C(=C1I)OC(C)=O)I)I)=O)NC(C)=O)CO (N-(2,3-dihydroxypropyl)-5-acetoxy-acetamido -N'-methyl-2,4,6-triiodoisophthalamide), C(C)(=O)OCC(=O)NC=1C(=C(C(=C(C(=O)Cl)C1I)I)C(NC)=O)I (5-Acetoxyacetamido-3-methylcarbamoyl-2,4,6-triiodobenzoyl chloride). Yields the product OC(CNC(C1=C(C(C(=O)NC)=C(C(=C1I)NC(C(COC(C)=O)OC(C)=O)=O)I)I)=O)CO (N-(2,3-dihydroxypropyl)-5-[2,3-diacetoxypropionylamino) -N'-methyl-2,4,6-triiodoisophthalamide). As a reaction SMILES: [C:1]([O:4][CH:5]([CH2:25][O:26][C:27](=[O:29])[CH3:28])[C:6]([NH:8]C1C(I)=C(C(=O)NC)C(I)=C(C=1I)C(Cl)=O)=[O:7])(=[O:3])[CH3:2].[OH:30][CH:31]([CH2:57][OH:58])[CH2:32][N:33](NC(=O)C)[C:34](=[O:52])[C:35]1[C:44]([I:45])=[C:43](OC(=O)C)[C:42]([I:50])=[C:37]([C:38]([NH:40][CH3:41])=[O:39])[C:36]=1[I:51].C(OCC(NC1C(I)=C(C(=O)NC)C(I)=C(C=1I)C(Cl)=O)=O)(=O)C>>[OH:30][CH:31]([CH2:57][OH:58])[CH2:32][NH:33][C:34](=[O:52])[C:35]1[C:44]([I:45])=[C:43]([NH:8][C:6](=[O:7])[CH:5]([O:4][C:1](=[O:3])[CH3:2])[CH2:25][O:26][C:27](=[O:29])[CH3:28])[C:42]([I:50])=[C:37]([C:38]([NH:40][CH3:41])=[O:39])[C:36]=1[I:51]. Procedure: Compound (12) is prepared from compound (11) in the same manner according to the procedure described for the preparation of compound (4) from compound (3) in Example I, C. Reactants: Cl.Cl.CN[C@H]1CN(CC1)CC(C1=CC(=CC=C1)C(F)(F)F)C1(CCCCC1)O (1-{2-[(3R)-3-(methylamino)pyrrolidin-1-yl]-1-[3-(trifluoromethyl)phenyl]ethyl}cyclohexanol dihydrochloride), C(C)(C)(C)OC(N[C@H]1CN(CC1)C(C(C1=CC(=CC=C1)C(F)(F)F)C1(CCCCC1)O)=O)=O (tert-butyl((3R)-1-{(1-hydroxycyclohexyl)[3-(trifluoromethyl)phenyl]acetyl}pyrrolidin-3-yl)carbamate). The product is Cl.Cl.CN[C@H]1CN(CC1)C1C(CCCC1)(O)C(C)C1=CC(=CC=C1)C(F)(F)F (2-[(3R)-3-(methylamino)pyrrolidin-1-yl]-1-[3-(trifluoromethyl)phenyl]ethylcyclohexanol dihydrochloride). RXN SMILES: [ClH:1].Cl.CN[C@@H]1CCN([CH2:10][CH:11]([C:22]2([OH:28])[CH2:27][CH2:26][CH2:25][CH2:24][CH2:23]2)[C:12]2[CH:17]=[CH:16][CH:15]=[C:14]([C:18]([F:21])([F:20])[F:19])[CH:13]=2)C1.C(O[C:34](=O)[NH:35][C@@H:36]1[CH2:40][CH2:39][N:38](C(=O)C(C2(O)CCCCC2)C2C=CC=C(C(F)(F)F)C=2)[CH2:37]1)(C)(C)C>>[ClH:1].[ClH:1].[CH3:34][NH:35][C@@H:36]1[CH2:40][CH2:39][N:38]([CH:27]2[CH2:26][CH2:25][CH2:24][CH2:23][C:22]2([CH:11]([C:12]2[CH:17]=[CH:16][CH:15]=[C:14]([C:18]([F:20])([F:21])[F:19])[CH:13]=2)[CH3:10])[OH:28])[CH2:37]1 |f:0.1.2,4.5.6|. Reported procedure: In an analogous manner to Example 13, step 2, 1-{2-[(3R)-3-(methylamino)pyrrolidin-1-yl]-1-[3-(trifluoromethyl)phenyl]ethyl}cyclohexanol dihydrochloride was prepared from tert-butyl((3R)-1-{(1-hydroxycyclohexyl)[3-(trifluoromethyl)phenyl]acetyl}pyrrolidin-3-yl)carbamate MS (ES) m/z 371.1; HRMS: calcd for C20H29F3N2O+H, 371.23102; found (ESI, [M+H]+), 371.2296. The reactants are COC=1C=C(C=C(C1C)OC)[C@H]([C@H](CN1N=CC(=C1)/C=C/C(=O)OCC)CCCC1=CC=CC=C1)O (ethyl(2E)-3-(1-{(2S)-2-[(S)-(3,5-dimethoxy-4-methylphenyl)(hydroxy)methyl]-5-phenylpentyl}-1H-pyrazol-4-yl)acrylate), compound. Reagents/catalysts: [C].[Pd] (palladium-carbon). The solvent is CO (methanol). Run at time 8 hour. The product is C(C)OC(CCC=1C=NN(C1)C[C@H](CCCC1=CC=CC=C1)[C@H](O)C1=CC(=C(C(=C1)OC)C)OC)=O (ethyl3-(1-{(2S)-2-[(S)-(3,5-dimethoxy-4-methylphenyl)(hydroxy)methyl]-5-phenylpentyl}-1H-pyrazol-4-yl)propanoate). The yield is 99.6%. As a reaction SMILES: [CH3:1][O:2][C:3]1[CH:4]=[C:5]([C@@H:12]([OH:36])[C@@H:13]([CH2:27][CH2:28][CH2:29][C:30]2[CH:35]=[CH:34][CH:33]=[CH:32][CH:31]=2)[CH2:14][N:15]2[CH:19]=[C:18](/[CH:20]=[CH:21]/[C:22]([O:24][CH2:25][CH3:26])=[O:23])[CH:17]=[N:16]2)[CH:6]=[C:7]([O:10][CH3:11])[C:8]=1[CH3:9]>[C].[Pd].CO>[CH2:25]([O:24][C:22](=[O:23])[CH2:21][CH2:20][C:18]1[CH:17]=[N:16][N:15]([CH2:14][C@@H:13]([C@@H:12]([C:5]2[CH:6]=[C:7]([O:10][CH3:11])[C:8]([CH3:9])=[C:3]([O:2][CH3:1])[CH:4]=2)[OH:36])[CH2:27][CH2:28][CH2:29][C:30]2[CH:35]=[CH:34][CH:33]=[CH:32][CH:31]=2)[CH:19]=1)[CH3:26] |f:1.2|. Procedure details: Using the compound produced in Example 34 instead of the compound produced in Example 18, procedures similar to Example 19 were carried out, and to a methanol (5 ml) solution of the resulting ethyl(2E)-3-(1-{(2S)-2-[(S)-(3,5-dimethoxy-4-methylphenyl)(hydroxy)methyl]-5-phenylpentyl}-1H-pyrazol-4-yl)acrylate (39 mg), 10% palladium-carbon (8 mg) was added. The mixture was stirred under hydrogen gas atmosphere at room temperature for 8 hours. The reaction mixture was filtered, and the filtrate was c...